This data is from the Open Reaction Database (ORD), a public repository of structured organic reaction records. The task is: describe an organic reaction: reactants, conditions, products, and yield Reactants: ice, 29.6-g, C1(=CC=CC=C1)CN1CC=2N=C(N=C(C2CC1)O)C(F)(F)F (7-(phenylmethyl)-2-(trifluoromethyl)-5,6,7,8-tetrahydropyrido[3,4-d]pyrimidin-4-ol), C([O-])(O)=O.[Na+] (sodium bicarbonate), C1(=CC=CC=C1)P(=O)(Cl)Cl (phenylphosphonic dichloride), C (charcoal). RXN SMILES: [C:1]1([CH2:7][N:8]2[CH2:17][CH2:16][C:15]3[C:14](O)=[N:13][C:12]([C:19]([F:22])([F:21])[F:20])=[N:11][C:10]=3[CH2:9]2)[CH:6]=[CH:5][CH:4]=[CH:3][CH:2]=1.C1(P(Cl)([Cl:31])=O)C=CC=CC=1.C(=O)(O)[O-].[Na+].C>CCCCCC.C(OCC)(=O)C>[Cl:31][C:14]1[C:15]2[CH2:16][CH2:17][N:8]([CH2:7][C:1]3[CH:6]=[CH:5][CH:4]=[CH:3][CH:2]=3)[CH2:9][C:10]=2[N:11]=[C:12]([C:19]([F:22])([F:21])[F:20])[N:13]=1 |f:2.3|. Procedure details: A mixture of 29.6-g (95.7 mmol) of 7-(phenylmethyl)-2-(trifluoromethyl)-5,6,7,8-tetrahydropyrido[3,4-d]pyrimidin-4-ol (prepared essentially as described in Example 1, Step A) and 53 mL of phenylphosphonic dichloride in a 250-mL round bottom flask was heated at 150° C. After 2 h, the reaction was judged to be complete by TLC analysis. The mixture was cooled to ambient temperature and poured onto 400 g of ice, transferring with ˜500 mL of ethyl acetate. The aqueous layer was neutralized with solid... Run in CCCCCC (hexane), C(C)(=O)OCC (ethyl acetate). The yield is 76.0%. Reaction conditions: temperature 150 celsius, time 2 hour. The product is ClC=1C2=C(N=C(N1)C(F)(F)F)CN(CC2)CC2=CC=CC=C2 (4-Chloro-7-(phenylmethyl)-2-(trifluoromethyl)-5,6,7,8-tetrahydropyrido[3,4-d]pyrimidine). Starting materials: NC(=O)c1ccc(CC(NC(=O)OCC2c3ccccc3-c3ccccc32)C(=O)O)cc1, CCN=C=NCCCN(C)C, CN(C)C=O, Cl, O, Oc1cccc2[nH]nnc12, c1ccc(-c2c[nH]c(C3CCCCN3)n2)cc1. Yields the product NC(=O)c1ccc(CC(NC(=O)OCC2c3ccccc3-c3ccccc32)C(=O)N2CCCCC2c2nc(-c3ccccc3)c[nH]2)cc1. Reaction SMILES: [C:18]([NH2:19])(=[O:20])[c:21]1[cH:22][cH:23][c:24]([CH2:27][CH:28]([C:29](=[O:30])[OH:31])[NH:32][C:33](=[O:34])[O:35][CH2:36][CH:37]2[c:38]3[cH:39][cH:40][cH:41][cH:42][c:43]3-[c:44]3[cH:45][cH:46][cH:47][cH:48][c:49]32)[cH:25][cH:26]1.[CH3:62][N:63]([CH3:64])[CH2:65][CH2:66][CH2:67][N:68]=[C:69]=[N:70][CH2:71][CH3:72].[CH3:73][N:74]([CH3:75])[CH:76]=[O:77].[ClH:61].[OH2:50].[OH:51][c:52]1[c:53]2[n:54][n:55][nH:56][c:57]2[cH:58][cH:59][cH:60]1.[c:1]1(-[c:7]2[n:8][c:9]([CH:12]3[NH:13][CH2:14][CH2:15][CH2:16][CH2:17]3)[nH:10][cH:11]2)[cH:2][cH:3][cH:4][cH:5][cH:6]1>>[c:1]1(-[c:7]2[n:8][c:9]([CH:12]3[N:13]([C:29]([CH:28]([CH2:27][c:24]4[cH:23][cH:22][c:21]([C:18]([NH2:19])=[O:20])[cH:26][cH:25]4)[NH:32][C:33](=[O:34])[O:35][CH2:36][CH:37]4[c:38]5[cH:39][cH:40][cH:41][cH:42][c:43]5-[c:44]5[cH:45][cH:46][cH:47][cH:48][c:49]54)=[O:30])[CH2:14][CH2:15][CH2:16][CH2:17]3)[nH:10][cH:11]2)[cH:2][cH:3][cH:4][cH:5][cH:6]1. Starting materials: O1C=C(C=C1)C1=NC=C(C=O)C=C1 (6-(Furan-3-yl)nicotinaldehyde), C1(CC1)[Mg]Br (cyclopropylmagnesium bromide). Yields the product C1(CC1)C(O)C=1C=NC(=CC1)C1=COC=C1 (Cyclopropyl(6-(furan-3-yl)pyridin-3-yl)methanol). RXN SMILES: [O:1]1[CH:5]=[CH:4][C:3]([C:6]2[CH:13]=[CH:12][C:9]([CH:10]=[O:11])=[CH:8][N:7]=2)=[CH:2]1.[CH:14]1([Mg]Br)[CH2:16][CH2:15]1>>[CH:14]1([CH:10]([C:9]2[CH:8]=[N:7][C:6]([C:3]3[CH:4]=[CH:5][O:1][CH:2]=3)=[CH:13][CH:12]=2)[OH:11])[CH2:16][CH2:15]1. Procedure: Synthesized using compound 47b (168 mg, 0.97 mmol) and cyclopropylmagnesium bromide (3.88 mL, 1.94 mmol, 0.5 M in THF) according to Method D. Crude product was purified by flash chromatography on silica-gel using a mixture of hexane/ethyl acetate (3:1) as eluent. Yellow oil. Yield: 140 mg, 67%. 1H NMR (CDCl3, 500 MHz): δH (ppm)=0.35-0.44 (m, 1H), 0.49 (td, J=9.6, 5.0 Hz, 1H), 0.55-0.70 (m, 2H), 1.16-1.25 (m, 1H), 2.71 (br, s, 1H), 4.04 (d, J=8.2 Hz, 1H), 6.89 (dd, J=1.9, 0.6 Hz, 1H), 7.44 (dd, J... Reactants: C(C1=CC=CC=C1)C1=C(N(C2=CC=C(C=C12)C1=CC=C(C=C1)O)C)C1=CC=CC=C1 (4-(3-benzyl-1-methyl-2-phenyl-1H-indol-5-yl)-phenol), C(=O)([O-])[O-].[K+].[K+] (K2CO3), BrCC(=O)OC (methyl bromoacetate). Solvent: CC(=O)C (acetone). The product is COC(COC1=CC=C(C=C1)C=1C=C2C(=C(N(C2=CC1)C)C1=CC=CC=C1)CC1=CC=CC=C1)=O ([4-(3-Benzyl-1-methyl-2-phenyl-1H-indol-5-yl)-phenoxy]-acetic acid methyl ester), product. Isolated yield 85.0%. Reaction SMILES: [CH2:1]([C:8]1[C:16]2[C:11](=[CH:12][CH:13]=[C:14]([C:17]3[CH:22]=[CH:21][C:20]([OH:23])=[CH:19][CH:18]=3)[CH:15]=2)[N:10]([CH3:24])[C:9]=1[C:25]1[CH:30]=[CH:29][CH:28]=[CH:27][CH:26]=1)[C:2]1[CH:7]=[CH:6][CH:5]=[CH:4][CH:3]=1.C([O-])([O-])=O.[K+].[K+].Br[CH2:38][C:39]([O:41][CH3:42])=[O:40]>CC(C)=O>[CH3:42][O:41][C:39](=[O:40])[CH2:38][O:23][C:20]1[CH:21]=[CH:22][C:17]([C:14]2[CH:15]=[C:16]3[C:11](=[CH:12][CH:13]=2)[N:10]([CH3:24])[C:9]([C:25]2[CH:30]=[CH:29][CH:28]=[CH:27][CH:26]=2)=[C:8]3[CH2:1][C:2]2[CH:3]=[CH:4][CH:5]=[CH:6][CH:7]=2)=[CH:18][CH:19]=1 |f:1.2.3|. Procedure: The desired product was prepared using a procedure similar to step 1 of example 4. Thus, 4-(3-benzyl-1-methyl-2-phenyl-1H-indol-5-yl)-phenol (0.140 g, 0.359 mmol) was reacted with K2CO3 (0.065 g, 0.467 mmol) and methyl bromoacetate (0.071 g, 0.467 mmol) in acetone (5 ml) to give the product (0.141 g, 0.305 mmol, 85%) as a glass-like solid. 1H NMR (DMSO-d6) δ 3.62 (s, 3H), 3.70 (s, 3H), 4.04 (s, 2H), 4.81 (s, 2H), 6.97 (d, J=8.9 Hz, 2H), 7.07-7.11 (m, 3H), 7.18 (t, J=7.6 Hz, 2H), 7.41-7.57 (m, 10... The product is NC1=NC(=NC2=NC=CN=C12)COC1=CC=C(C=C1)OC (4-Amino-2-[(4-methoxyphenoxy)methyl]pteridine). Procedure: Obtained using the procedure described in section c of Example 2, starting with 9.8 g (0.082 mole) of 3-amino-2-pyrazinecarbonitrile and the above solution of 2-(3-methoxyphenoxy)acetamidine in absolute ethanol. Refluxing time: 2 hours. Yld: 5.5 g (24%), m.p. 238°-240° C. (ethanol/N,N-dimethylformamide). Run in C(C)O (ethanol). Reactants: NC=1C(=NC=CN1)C#N (3-amino-2-pyrazinecarbonitrile), COC=1C=C(OCC(=N)N)C=CC1 (2-(3-methoxyphenoxy)acetamidine), C(C)O.CN(C=O)C (ethanol N,N-dimethylformamide). Reaction SMILES: [NH2:1][C:2]1[C:3]([C:8]#[N:9])=[N:4][CH:5]=[CH:6][N:7]=1.CO[C:12]1[CH:13]=[C:14]([CH:20]=[CH:21][CH:22]=1)[O:15][CH2:16][C:17]([NH2:19])=N.[CH2:23]([OH:25])C.CN(C)C=O>C(O)C>[NH2:9][C:8]1[C:3]2[C:2](=[N:7][CH:6]=[CH:5][N:4]=2)[N:1]=[C:17]([CH2:16][O:15][C:14]2[CH:13]=[CH:12][C:22]([O:25][CH3:23])=[CH:21][CH:20]=2)[N:19]=1 |f:2.3|. Starting materials: C1COCCO1, CC(C)(C)OC(=O)N1CCC(COc2ccc(-c3ccc(S(C)(=O)=O)cc3)cc2)CC1, Cl. As a reaction SMILES: [CH2:33]1[O:34][CH2:35][CH2:36][O:37][CH2:38]1.[CH3:1][S:2](=[O:3])(=[O:4])[c:5]1[cH:6][cH:7][c:8](-[c:11]2[cH:12][cH:13][c:14]([O:17][CH2:18][CH:19]3[CH2:20][CH2:21][N:22]([C:25]([O:26][C:27]([CH3:28])([CH3:29])[CH3:30])=[O:31])[CH2:23][CH2:24]3)[cH:15][cH:16]2)[cH:9][cH:10]1.[ClH:32]>>[CH3:1][S:2](=[O:3])(=[O:4])[c:5]1[cH:6][cH:7][c:8](-[c:11]2[cH:12][cH:13][c:14]([O:17][CH2:18][CH:19]3[CH2:20][CH2:21][NH:22][CH2:23][CH2:24]3)[cH:15][cH:16]2)[cH:9][cH:10]1.[ClH:32]. Yields the product CS(=O)(=O)c1ccc(-c2ccc(OCC3CCNCC3)cc2)cc1, Cl. The reactants are [OH-].[Na+] (sodium hydroxide), OC(CC[C@H]1[C@H](CN(CC1)CCSC1CCCC1)C(=O)OC)C1=CC=NC2=CC=C(C=C12)OC (methyl (3R,4R)-4-[3-(R,S)-hydroxy-3-(6-methoxyquinolin-4-yl)propyl]-1-[2-(cyclopentylthio)ethyl]piperidine-3-carboxylate), ClCCl.CO (dichloromethane methanol), Cl (hydrochloric acid). Reaction conditions: temperature 60 celsius. Reaction SMILES: [OH-].[Na+].[OH:3][CH:4]([C:25]1[C:34]2[C:29](=[CH:30][CH:31]=[C:32]([O:35][CH3:36])[CH:33]=2)[N:28]=[CH:27][CH:26]=1)[CH2:5][CH2:6][C@@H:7]1[CH2:12][CH2:11][N:10]([CH2:13][CH2:14][S:15][CH:16]2[CH2:20][CH2:19][CH2:18][CH2:17]2)[CH2:9][C@@H:8]1[C:21]([O:23]C)=[O:22].[ClH:37].[Cl:38]CCl.CO>CO.O>[ClH:38].[ClH:37].[OH:3][CH:4]([C:25]1[C:34]2[C:29](=[CH:30][CH:31]=[C:32]([O:35][CH3:36])[CH:33]=2)[N:28]=[CH:27][CH:26]=1)[CH2:5][CH2:6][C@@H:7]1[CH2:12][CH2:11][N:10]([CH2:13][CH2:14][S:15][CH:16]2[CH2:20][CH2:19][CH2:18][CH2:17]2)[CH2:9][C@@H:8]1[C:21]([OH:23])=[O:22] |f:0.1,4.5,8.9.10|. Solvent: CO (methanol), O (water). The product is Cl.Cl.OC(CC[C@H]1[C@H](CN(CC1)CCSC1CCCC1)C(=O)O)C1=CC=NC2=CC=C(C=C12)OC ((3R,4R)-4-[3-(R,S)-hydroxy-3-(6-methoxyquinolin-4-yl)propyl]-1-[2-(cyclopentylthio)ethyl]piperidine-3-carboxylic acid dihydrochloride). Reported procedure: 2 cm3 of 5N aqueous sodium hydroxide solution were added, with stirring and under an inert atmosphere, to a solution of 0.48 g of methyl (3R,4R)-4-[3-(R,S)-hydroxy-3-(6-methoxyquinolin-4-yl)propyl]-1-[2-(cyclopentylthio)ethyl]piperidine-3-carboxylate in 10 cm3 of methanol. After heating the mixture for 16 hours at a temperature in the region of 60° C., the reaction mass was evaporated under reduced pressure (2.9 kPa) at a temperature in the region of 60° C. and the residue obtained was taken up ... As a reaction SMILES: [CH2:37]1[O:38][CH2:39][CH2:40][CH2:41]1.[Cl:1][c:2]1[cH:3][c:4](-[c:12]2[n:13][c:14](-[c:17]3[cH:18][cH:19][cH:20][c:21]4[c:22]([CH:27]=[O:28])[cH:23][n:24]([CH3:26])[c:25]34)[n:15][o:16]2)[cH:5][cH:6][c:7]1[O:8][CH:9]([CH3:10])[CH3:11].[K+:34].[K+:36].[Mn:29](=[O:30])([O-:31])(=[O:32])=[O:33].[OH-:35]>>[Cl:1][c:2]1[cH:3][c:4](-[c:12]2[n:13][c:14](-[c:17]3[cH:18][cH:19][cH:20][c:21]4[c:22]([C:27](=[O:28])[OH:30])[cH:23][n:24]([CH3:26])[c:25]34)[n:15][o:16]2)[cH:5][cH:6][c:7]1[O:8][CH:9]([CH3:10])[CH3:11]. The reactants are C1CCOC1, CC(C)Oc1ccc(-c2nc(-c3cccc4c(C=O)cn(C)c34)no2)cc1Cl, [K+], [K+], O=[Mn](=O)(=O)[O-], [OH-]. Product: CC(C)Oc1ccc(-c2nc(-c3cccc4c(C(=O)O)cn(C)c34)no2)cc1Cl.